Dataset: the Open Reaction Database (ORD), a public repository of structured organic reaction records. Task: describe an organic reaction: reactants, conditions, products, and yield The reactants are Clc1ccc(Br)cn1, CC(C)(C)[O-], CC(C)(C)OC(=O)N1CC2CCNC2C1, [Na+], O=C(C=Cc1ccccc1)C=Cc1ccccc1, O=C(C=Cc1ccccc1)C=Cc1ccccc1, O=C(C=Cc1ccccc1)C=Cc1ccccc1, [Pd], [Pd], c1ccc(P(c2ccccc2)c2ccc3ccccc3c2-c2c(P(c3ccccc3)c3ccccc3)ccc3ccccc23)cc1. The product is CC(C)(C)OC(=O)N1CC2CCN(c3ccc(Cl)nc3)C2C1. Reaction SMILES: [Br:62][c:63]1[cH:64][cH:65][c:66]([Cl:69])[n:67][cH:68]1.[CH3:70][C:71]([CH3:72])([O-:73])[CH3:74].[NH:1]1[CH:2]2[CH:3]([CH2:4][CH2:5]1)[CH2:6][N:7]([C:9](=[O:10])[O:11][C:12]([CH3:13])([CH3:14])[CH3:15])[CH2:8]2.[Na+:75].[O:114]=[C:115]([CH:116]=[CH:117][c:118]1[cH:119][cH:120][cH:121][cH:122][cH:123]1)[CH:124]=[CH:125][c:126]1[cH:127][cH:128][cH:129][cH:130][cH:131]1.[O:78]=[C:79]([CH:80]=[CH:81][c:82]1[cH:83][cH:84][cH:85][cH:86][cH:87]1)[CH:88]=[CH:89][c:90]1[cH:91][cH:92][cH:93][cH:94][cH:95]1.[O:96]=[C:97]([CH:98]=[CH:99][c:100]1[cH:101][cH:102][cH:103][cH:104][cH:105]1)[CH:106]=[CH:107][c:108]1[cH:109][cH:110][cH:111][cH:112][cH:113]1.[Pd:76].[Pd:77].[cH:16]1[cH:17][cH:18][c:19]([P:20]([c:21]2[cH:22][cH:23][c:24]3[c:25]([cH:26][cH:27][cH:28][cH:29]3)[c:30]2-[c:31]2[c:32]3[c:33]([cH:34][cH:35][cH:36][cH:37]3)[cH:38][cH:39][c:40]2[P:41]([c:42]2[cH:43][cH:44][cH:45][cH:46][cH:47]2)[c:48]2[cH:49][cH:50][cH:51][cH:52][cH:53]2)[c:54]2[cH:55][cH:56][cH:57][cH:58][cH:59]2)[cH:60][cH:61]1>>[N:1]1([c:63]2[cH:64][cH:65][c:66]([Cl:69])[n:67][cH:68]2)[CH:2]2[CH:3]([CH2:4][CH2:5]1)[CH2:6][N:7]([C:9](=[O:10])[O:11][C:12]([CH3:13])([CH3:14])[CH3:15])[CH2:8]2. The reactants are [H-].[Al+3].[Li+].[H-].[H-].[H-] (Lithium aluminum hydride), C(C)(C)(C)OC(N[C@@H](CC(=O)N(C)OC)C)=O (tert-butyl[(1R)-3-[methoxy(methyl)amino]-1-methyl-3-oxopropyl]carbamate). Solvent: O1CCCC1 (tetrahydrofuran). Conditions: time 30 minute. Product: C(C)(C)(C)OC(N[C@@H](CC=O)C)=O (tert-Butyl[(1R)-1-methyl-3-oxopropyl]carbamate). As a reaction SMILES: [H-].[Al+3].[Li+].[H-].[H-].[H-].[C:7]([O:11][C:12](=[O:23])[NH:13][C@H:14]([CH3:22])[CH2:15][C:16](N(OC)C)=[O:17])([CH3:10])([CH3:9])[CH3:8]>O1CCCC1>[C:7]([O:11][C:12](=[O:23])[NH:13][C@H:14]([CH3:22])[CH2:15][CH:16]=[O:17])([CH3:10])([CH3:8])[CH3:9] |f:0.1.2.3.4.5|. Procedure details: Lithium aluminum hydride (5 mL, 1.0M in THF) was added slowly to a stirred solution of tert-butyl[(1R)-3-[methoxy(methyl)amino]-1-methyl-3-oxopropyl]carbamate in tetrahydrofuran (25 mL) at −40° C. under a nitrogen atmosphere. After 30 min, the reaction mixture was quenched with saturated aqueous ammonium chloride solution. The cooling bath was removed and stirring was continued for one hour. The mixture was filtered through a pad of Celite and washed with ether. The filtrate was washed sequentia... Reactants: C1C(CC2=CC=CC=C12)N(CCC1NCCCC1)C=1SC=CN1 (2-[2-((Indan-2-yl)(thiazol-2-yl)amino)ethyl]piperidine), C=O (formaldehyde), [BH-](OC(=O)C)(OC(=O)C)OC(=O)C.[Na+] (Na(OAc)3BH), C(C)(=O)O (acetic acid). Run in C(C)(=O)OCC (ethyl acetate), [OH-].[Na+] (NaOH), ClCCCl (DCE). Conditions: time 16 hour. The product is C1C(CC2=CC=CC=C12)N(CCC1N(CCCC1)C)C=1SC=CN1 (2-[2-((Indan-2-yl)(thiazol-2-yl)amino)ethyl]-1-methylpiperidine). As a reaction SMILES: [CH2:1]1[C:9]2[C:4](=[CH:5][CH:6]=[CH:7][CH:8]=2)[CH2:3][CH:2]1[N:10]([C:19]1[S:20][CH:21]=[CH:22][N:23]=1)[CH2:11][CH2:12][CH:13]1[CH2:18][CH2:17][CH2:16][CH2:15][NH:14]1.C=O.[BH-](OC(C)=O)(OC(C)=O)O[C:28](C)=O.[Na+].C(O)(=O)C>ClCCCl.C(OCC)(=O)C.[OH-].[Na+]>[CH2:1]1[C:9]2[C:4](=[CH:5][CH:6]=[CH:7][CH:8]=2)[CH2:3][CH:2]1[N:10]([C:19]1[S:20][CH:21]=[CH:22][N:23]=1)[CH2:11][CH2:12][CH:13]1[CH2:18][CH2:17][CH2:16][CH2:15][N:14]1[CH3:28] |f:2.3,7.8|. Procedure: To a stirred solution of compound 53 (0.53 g, 1.62 mmol) in DCE (25 mL) were added successively formaldehyde (35% solution in H2O, 0.2 mL, 2.43 mmol), Na(OAc)3BH (1.03 g, 4.86 mmol) and acetic acid (0.2 mL) at 0° C., and the solution was allowed to stir at rt for 16 hours. The reaction mixture was diluted with ethyl acetate and basified with 1N NaOH solution. The organic layer was separated and washed with water and brine, dried over anhydrous Na2SO4, filtered and concentrated. The crude materia... The solvent is C1=CC=CC=C1 (benzene). Reactants: CC1CC=2C(=C3C=CC=CC3=CC2)C1O (2-methyl-2,3-dihydro-1H-cyclopenta[a]naphthalen-1-ol), C1(=CC=C(C=C1)S(=O)(=O)O)C (p-toluenesulphonic acid), C(=O)([O-])[O-].[Na+].[Na+] (Na2CO3). Product: CC=1CC=2C(=C3C=CC=CC3=CC2)C1 (2-methyl-3H-cyclopenta[a]naphtalene). Reported procedure: A mixture of 2-methyl-2,3-dihydro-1H-cyclopenta[a]naphthalen-1-ol (obtained as described above) and 1 g of p-toluenesulphonic acid in 200 mL of benzene was refluxed for 1 h. Then the reaction mixture was cooled to room temperature and treated with a saturated aqueous solution of Na2CO3. The organic phase was isolated, dried over MgSO4 and evaporated off to dryness. Yield 14.2 g (55% based on starting 2-methyl-2,3-dihydro-1H-cyclopenta[a]naphtalen-1-one). As a reaction SMILES: [CH3:1][CH:2]1[CH:14](O)[C:5]2=[C:6]3[C:11](=[CH:12][CH:13]=[C:4]2[CH2:3]1)[CH:10]=[CH:9][CH:8]=[CH:7]3.C1(C)C=CC(S(O)(=O)=O)=CC=1.C([O-])([O-])=O.[Na+].[Na+]>C1C=CC=CC=1>[CH3:1][C:2]1[CH2:3][C:4]2[C:5]([CH:14]=1)=[C:6]1[C:11](=[CH:12][CH:13]=2)[CH:10]=[CH:9][CH:8]=[CH:7]1 |f:2.3.4|. The reactants are O, O=C(O)c1ccc2c(c1)C(=O)OC2=O. Yields the product O=C(O)c1ccc(C(=O)O)c(C(=O)O)c1. As a reaction SMILES: [OH2:15].[OH:1][C:2](=[O:3])[c:4]1[cH:5][cH:6][c:7]2[c:13]([cH:14]1)[C:11](=[O:12])[O:10][C:8]2=[O:9]>>[OH:1][C:2](=[O:3])[c:4]1[cH:5][cH:6][c:7]([C:8]([OH:9])=[O:15])[c:13]([C:11]([OH:10])=[O:12])[cH:14]1.